This data is from the Open Reaction Database (ORD), a public repository of structured organic reaction records. The task is: describe an organic reaction: reactants, conditions, products, and yield The reactants are C1C(CCC2=CC=CC=C12)N1C(N(C=C1)CC(=O)OC(C)(C)C)=S (tert-butyl 3-(1,2,3,4-tetrahydronaphthalen-2-yl)-2-thioxo-2,3-dihydro-1H-imidazol-1-ylacetate), FC(C(=O)O)(F)F (trifluoroacetic acid). The product is C1C(CCC2=CC=CC=C12)N1C(N(C=C1)CC(=O)O)=S (3-(1,2,3,4-tetrahydronaphthalen-2-yl)-2-thioxo-2,3-dihydro-1H-imidazol-1-yl-acetic acid). As a reaction SMILES: [CH2:1]1[C:10]2[C:5](=[CH:6][CH:7]=[CH:8][CH:9]=2)[CH2:4][CH2:3][CH:2]1[N:11]1[CH:15]=[CH:14][N:13]([CH2:16][C:17]([O:19]C(C)(C)C)=[O:18])[C:12]1=[S:24].FC(F)(F)C(O)=O>>[CH2:1]1[C:10]2[C:5](=[CH:6][CH:7]=[CH:8][CH:9]=2)[CH2:4][CH2:3][CH:2]1[N:11]1[CH:15]=[CH:14][N:13]([CH2:16][C:17]([OH:19])=[O:18])[C:12]1=[S:24]. Procedure: substituting tert-butyl 3-(1,2,3,4-tetrahydronaphthalen-2-yl)-2-thioxo-2,3-dihydro-1H-imidazol-1-ylacetate and trifluoroacetic acid gave 3-(1,2,3,4-tetrahydronaphthalen-2-yl)-2-thioxo-2,3-dihydro-1H-imidazol-1-yl-acetic acid, m.p. 228°-230° C.; The reactants are CC#N, ClC(Cl)Cl, C=CCC(O)(C(=O)OC1CN2CCC1CC2)c1cccs1, BrCCCOc1ccccc1. RXN SMILES: [CH3:33][C:34]#[N:35].[CH:36]([Cl:37])([Cl:38])[Cl:39].[N:1]12[CH2:2][CH:3]([O:9][C:10]([C:11]([CH2:12][CH:13]=[CH2:14])([c:15]3[s:16][cH:17][cH:18][cH:19]3)[OH:20])=[O:21])[CH:4]([CH2:5][CH2:6]1)[CH2:7][CH2:8]2.[O:22]([c:23]1[cH:24][cH:25][cH:26][cH:27][cH:28]1)[CH2:29][CH2:30][CH2:31][Br:32]>>[Br-:32].[N+:1]12([CH2:31][CH2:30][CH2:29][O:22][c:23]3[cH:24][cH:25][cH:26][cH:27][cH:28]3)[CH2:2][CH:3]([O:9][C:10]([C:11]([CH2:12][CH:13]=[CH2:14])([c:15]3[s:16][cH:17][cH:18][cH:19]3)[OH:20])=[O:21])[CH:4]([CH2:5][CH2:6]1)[CH2:7][CH2:8]2. Product: [Br-], C=CCC(O)(C(=O)OC1C[N+]2(CCCOc3ccccc3)CCC1CC2)c1cccs1. The reactants are Cl (HCl), [Cl-].COC1=NC(=NC(=N1)OC)[N+]1(CCOCC1)C (4-(4,6-Dimethoxy-1,3,5-triazin-2-yl)-4-methylmorpholin-4-ium chloride), ClC=1C=C(C=CC1C(C1=C(C=CC=C1)C)=O)NC1=C(C=CC=C1)NC(CCC(=O)O)=O (N-(2-{[3-chloro-4-(2-methylbenzoyl)phenyl]amino}phenyl)-succinamic acid), O(C1=CC=CC=C1)CCCCN (4-phenoxybutylamine). Run in CO (methanol). Run at time 18 hour. The product is ClC=1C=C(C=CC1C(C1=C(C=CC=C1)C)=O)NC1=C(C=CC=C1)NC(CCC(=O)NCCCCOC1=CC=CC=C1)=O (N-(2-{[3-Chloro-4-(2-methylbenzoyl)phenyl]amino}phenyl)-N′-(4-phenoxybutyl)succinamide). RXN SMILES: [Cl-].COC1N=C(OC)N=C([N+]2(C)CCOCC2)N=1.[Cl:19][C:20]1[CH:21]=[C:22]([NH:35][C:36]2[CH:41]=[CH:40][CH:39]=[CH:38][C:37]=2[NH:42][C:43](=[O:49])[CH2:44][CH2:45][C:46](O)=[O:47])[CH:23]=[CH:24][C:25]=1[C:26](=[O:34])[C:27]1[CH:32]=[CH:31][CH:30]=[CH:29][C:28]=1[CH3:33].[O:50]([CH2:57][CH2:58][CH2:59][CH2:60][NH2:61])[C:51]1[CH:56]=[CH:55][CH:54]=[CH:53][CH:52]=1.Cl>CO>[Cl:19][C:20]1[CH:21]=[C:22]([NH:35][C:36]2[CH:41]=[CH:40][CH:39]=[CH:38][C:37]=2[NH:42][C:43](=[O:49])[CH2:44][CH2:45][C:46]([NH:61][CH2:60][CH2:59][CH2:58][CH2:57][O:50][C:51]2[CH:56]=[CH:55][CH:54]=[CH:53][CH:52]=2)=[O:47])[CH:23]=[CH:24][C:25]=1[C:26](=[O:34])[C:27]1[CH:32]=[CH:31][CH:30]=[CH:29][C:28]=1[CH3:33] |f:0.1|. Reported procedure: 4-(4,6-Dimethoxy-1,3,5-triazin-2-yl)-4-methylmorpholin-4-ium chloride (DMT-MM) (69 mg, 0.25 mmol) was added to a solution of N-(2-{[3-chloro-4-(2-methylbenzoyl)phenyl]amino}phenyl)-succinamic acid (100 mg, 0.23 mmol) (disclosed in WO 01/05746) and 4-phenoxybutylamine (30 mg, 0.25 mmol) in methanol (2.0 mL). The reaction mixture was stirred at room temperature for 18 h. The reaction mixture was poured into 1 N HCl (aq.) and was extracted with EtOAc (×2). The combined organic phases were washed wi... The reactants are BrCc1ccc(Br)cc1, CN(C)C=O, OC1CCNCC1. Yields the product OC1CCN(Cc2ccc(Br)cc2)CC1. Reaction SMILES: [Br:8][c:9]1[cH:10][cH:11][c:12]([CH2:13][Br:14])[cH:15][cH:16]1.[CH3:17][N:18]([CH3:19])[CH:20]=[O:21].[OH:1][CH:2]1[CH2:3][CH2:4][NH:5][CH2:6][CH2:7]1>>[OH:1][CH:2]1[CH2:3][CH2:4][N:5]([CH2:13][c:12]2[cH:11][cH:10][c:9]([Br:8])[cH:16][cH:15]2)[CH2:6][CH2:7]1. Starting materials: OC(CN(C(=O)C1=NN(C=C1[N+](=O)[O-])C)C)(C)C (N-(2-hydroxy-2-methylpropyl)-N,1-dimethyl-4-nitro-1H-pyrazole-3-carboxamide). The reagents and catalysts are [Pd] (palladium on carbon). The solvent is C(C)O (ethanol). Run at time 16 hour. Yields the product NC=1C(=NN(C1)C)C(=O)N(C)CC(C)(C)O (4-Amino-N-(2-hydroxy-2-methylpropyl)-N,1-dimethyl-1H-pyrazole-3-carboxamide). Isolated yield 94.0%. Reaction SMILES: [OH:1][C:2]([CH3:18])([CH3:17])[CH2:3][N:4]([CH3:16])[C:5]([C:7]1[C:11]([N+:12]([O-])=O)=[CH:10][N:9]([CH3:15])[N:8]=1)=[O:6]>C(O)C.[Pd]>[NH2:12][C:11]1[C:7]([C:5]([N:4]([CH2:3][C:2]([OH:1])([CH3:17])[CH3:18])[CH3:16])=[O:6])=[N:8][N:9]([CH3:15])[CH:10]=1. Procedure details: A solution of N-(2-hydroxy-2-methylpropyl)-N,1-dimethyl-4-nitro-1H-pyrazole-3-carboxamide (1.2 g, 4.7 mmol) in ethanol (30 ml) was flushed with argon and treated with palladium on carbon 10% (120 mg, 1.13 mmol). The reaction mixture was evacuated and flushed with hydrogen and stirred at ambient temperature for 16 h. The reaction mixture was filtered, washed with ethanol and concentrated in vacuo to yield the product as dark red oil (1.0 g, 80%) which was used without any further purification. Starting materials: [N+](=O)([O-])C=1C=C2C(=NC1)CCOC2 (3-nitro-7,8-dihydro-5H-pyrano[4,3-b]pyridine), ClC1=CC(=CC=C1)C(=O)OO (m-chloroperbenzoic acid), resultant mixture. Solvent: C(Cl)Cl (methylene chloride). The product is [N+](=O)([O-])C=1C=C2C(=[N+](C1)[O-])CCOC2 (3-nitro-7,8-dihydro-5H-pyrano[4,3-b]pyridine-1-oxide). Isolated yield 83.6%. RXN SMILES: [N+:1]([C:4]1[CH:5]=[C:6]2[CH2:13][O:12][CH2:11][CH2:10][C:7]2=[N:8][CH:9]=1)([O-:3])=[O:2].ClC1C=CC=C(C(OO)=[O:22])C=1>C(Cl)Cl>[N+:1]([C:4]1[CH:5]=[C:6]2[CH2:13][O:12][CH2:11][CH2:10][C:7]2=[N+:8]([O-:22])[CH:9]=1)([O-:3])=[O:2]. Procedure: To a solution of 2.00 g of 3-nitro-7,8-dihydro-5H-pyrano[4,3-b]pyridine [prepared according to the method as described in Bull. Chem. Soc. Jpn. Vol. 63 (1990), 2820] in 40 ml of methylene chloride is added 2.63 g of m-chloroperbenzoic acid, and the resultant mixture is stirred overnight. The reaction mixture is washed with aqueous potassium carbonate, dried over anhydrous magnesium sulfate and the solvent is evaporated. The crude product is recrystallized from ethanol-chloroform to give 1.82 g o... Reactants: C(CCC)(=O)C1=CNC2=C(C=CC=C2C1=O)C (3-Butyryl-8-methyl-4(1H)-quinolone), P(=O)(Cl)(Cl)Cl (phosphoryl chloride). Product: C(CCC)(=O)C=1C=NC2=C(C=CC=C2C1Cl)C (3-butyryl-4-chloro-8-methylquinoline). Reported procedure: 3-Butyryl-8-methyl-4(1H)-quinolone (20 g) and phosphoryl chloride (80 ml) were heated under reflux for 45 minutes. Excess phosphoryl chloride was evaporated in vacuo, the residue poured onto ice and neutralised with sodium hydrogen carbonate. Extraction with dichloromethane, drying and evaporation gave 3-butyryl-4-chloro-8-methylquinoline (20 g) as a brown oil, which solidified at -15° C. but melted below room temperature. This was used without further purification. Reaction SMILES: [C:1]([C:6]1[C:15](=O)[C:14]2[C:9](=[C:10]([CH3:17])[CH:11]=[CH:12][CH:13]=2)[NH:8][CH:7]=1)(=[O:5])[CH2:2][CH2:3][CH3:4].P(Cl)(Cl)([Cl:20])=O>>[C:1]([C:6]1[CH:7]=[N:8][C:9]2[C:14]([C:15]=1[Cl:20])=[CH:13][CH:12]=[CH:11][C:10]=2[CH3:17])(=[O:5])[CH2:2][CH2:3][CH3:4]. RXN SMILES: [CH2:1]([C:5]1[N:9]=[C:8]([CH2:10][CH2:11][CH2:12][CH3:13])[N:7]([CH2:14][C:15]2[CH:20]=[CH:19][C:18]([C:21]3[C:22]([C:27]([O:29]C)=[O:28])=[CH:23][CH:24]=[CH:25][CH:26]=3)=[CH:17][CH:16]=2)[N:6]=1)[CH2:2][CH2:3][CH3:4].[OH-].[Na+]>C(O)C>[CH2:1]([C:5]1[N:9]=[C:8]([CH2:10][CH2:11][CH2:12][CH3:13])[N:7]([CH2:14][C:15]2[CH:16]=[CH:17][C:18]([C:21]3[C:22]([C:27]([OH:29])=[O:28])=[CH:23][CH:24]=[CH:25][CH:26]=3)=[CH:19][CH:20]=2)[N:6]=1)[CH2:2][CH2:3][CH3:4] |f:1.2|. Reactants: methyl ester, C(CCC)C1=NN(C(=N1)CCCC)CC1=CC=C(C=C1)C=1C(=CC=CC1)C(=O)OC (methyl 4′-[(3,5-dibutyl-1H-1,2,4-triazol-1-yl)methyl][1,1′-biphenyl]-2-carboxylate), [OH-].[Na+] (NaOH). Yield: 86.0%. Procedure: A 2.0 g (4.9 mmol) sample of the methyl ester product compound from Example 1 was dissolved in 80 ml of ethanol and treated with 80 ml of 10% NaOH at ambient temperature for 3 days. The ethanol was removed in vacuo and the aqueous phase acidified to pH 1 with hydrochloric acid which caused the product to precipitate; filtration and drying in vacuo gave 1.65 g (86%) of colorless compound: mp 134–135° C.; NMR (DMSO-d6) δ 0.85 (t, J=7 Hz, 3H), 0.90 (t, J=7 Hz, 3H), 1.23–1.39 (m, 4H), 1.53–1.68 (m, ... Yields the product C(CCC)C1=NN(C(=N1)CCCC)CC1=CC=C(C=C1)C=1C(=CC=CC1)C(=O)O (4′-[(3,5-dibutyl-1H-1,2,4-triazol-1-yl)methyl][1,1′-biphenyl]-2-carboxylic acid). Solvent: C(C)O (ethanol). Starting materials: C(C)C(C(=O)O)[C@@H](C=1C=NC=CC1)NC(CN1C([C@H](CC1)NCC1=NC=2NCCCC2C=C1)=O)=O (Ethyl 3-(2-{2-oxo-3(S)-[(5,6,7,8-tetrahydro-[1,8]naphthyridin-2-ylmethyl)-amino]-pyrrolidin-1-yl}-acetylamino)-3-(S)-pyridin-3-yl-propionic acid). Run in Cl (HCl). Conditions: time 16 hour. Yields the product O=C1N(CC[C@@H]1NCC1=NC=2NCCCC2C=C1)CC(=O)N[C@@H](CC(=O)O)C=1C=NC=CC1 (3-(2-{2-oxo-3(S)-[(5,6,7,8-tetrahydro-[1,8]naphthyridin-2-ylmethyl)-amino]-pyrrolidin-1-yl}-acetylamino)-3-(S)-pyridin-3-yl-propionic acid). As a reaction SMILES: C([CH:3]([C@H:7]([NH:14][C:15](=[O:35])[CH2:16][N:17]1[CH2:21][CH2:20][C@H:19]([NH:22][CH2:23][C:24]2[CH:33]=[CH:32][C:31]3[CH2:30][CH2:29][CH2:28][NH:27][C:26]=3[N:25]=2)[C:18]1=[O:34])[C:8]1[CH:9]=[N:10][CH:11]=[CH:12][CH:13]=1)[C:4]([OH:6])=[O:5])C>Cl>[O:34]=[C:18]1[C@@H:19]([NH:22][CH2:23][C:24]2[CH:33]=[CH:32][C:31]3[CH2:30][CH2:29][CH2:28][NH:27][C:26]=3[N:25]=2)[CH2:20][CH2:21][N:17]1[CH2:16][C:15]([NH:14][C@H:7]([C:8]1[CH:9]=[N:10][CH:11]=[CH:12][CH:13]=1)[CH2:3][C:4]([OH:6])=[O:5])=[O:35]. Procedure: 9-8 (25 mg, 0.043 mmol) was dissolved in 6N HCl (2 mL) and stirred at room temperature for 16 h, then evaporated to afford 9-9 as a pale yellow solid.